From a dataset of the Open Reaction Database (ORD), a public repository of structured organic reaction records. describe an organic reaction: reactants, conditions, products, and yield The reactants are OC1CCC(CC1)C(=O)OCC (ethyl 4-hydroxycyclohexanecarboxylate), C[N+]1(CCOCC1)[O-] (4-methylmorpholine N-oxide). The reagents and catalysts are [Ru](=O)(=O)(=O)[O-].C(CC)[N+](CCC)(CCC)CCC (tetrapropylammonium perruthenate). Run in C(Cl)Cl (CH2Cl2). Conditions: time 8 hour. Yields the product O=C1CCC(CC1)C(=O)OCC (Ethyl 4-oxocyclohexanecarboxylate). Yield: 85.0%. As a reaction SMILES: [OH:1][CH:2]1[CH2:7][CH2:6][CH:5]([C:8]([O:10][CH2:11][CH3:12])=[O:9])[CH2:4][CH2:3]1.C[N+]1([O-])CCOCC1>[Ru]([O-])(=O)(=O)=O.C([N+](CCC)(CCC)CCC)CC.C(Cl)Cl>[O:1]=[C:2]1[CH2:7][CH2:6][CH:5]([C:8]([O:10][CH2:11][CH3:12])=[O:9])[CH2:4][CH2:3]1 |f:2.3|. Procedure details: To a solution of ethyl 4-hydroxycyclohexanecarboxylate (16 g, 93 mmol), 4-methylmorpholine N-oxide (16.32 g, 139.5 mmol) and CH2Cl2 (180 mL) was added tetrapropylammonium perruthenate (0.8 g, 2.3 mmol) in small portions at a rate that maintained the reaction temperature at 35-40°. The reaction slowly cooled and was stirred overnight. The resulting mixture was filtered through silica with CH2Cl2 to afford 13.46 g (85%) of the title compound as a colorless oil. 1H NMR (CDCl3): d 4.19 (q, 2), 2.75 ... Starting materials: CC(=O)O[BH-](OC(C)=O)OC(C)=O, ClCCCl, Cc1ccc(CNc2ccc3c(C=O)cccc3n2)o1, CC(=O)O, [Na+]. Yields the product Cc1ccc(CNc2ccc3c(CO)cccc3n2)o1. RXN SMILES: [C:25]([O:26][BH-:27]([O:28][C:29](=[O:30])[CH3:31])[O:32][C:33](=[O:34])[CH3:35])(=[O:36])[CH3:37].[CH2:39]([Cl:40])[CH2:41][Cl:42].[CH3:1][c:2]1[cH:3][cH:4][c:5]([CH2:7][NH:8][c:9]2[n:10][c:11]3[cH:12][cH:13][cH:14][c:15]([CH:19]=[O:20])[c:16]3[cH:17][cH:18]2)[o:6]1.[CH3:21][C:22](=[O:23])[OH:24].[Na+:38]>>[CH3:1][c:2]1[cH:3][cH:4][c:5]([CH2:7][NH:8][c:9]2[n:10][c:11]3[cH:12][cH:13][cH:14][c:15]([CH2:19][OH:20])[c:16]3[cH:17][cH:18]2)[o:6]1. Reactants: N#CCCN(CCC#N)SCl, ClCCl, CNC(=O)Oc1cccc2c1OC(C)(C)C2, c1ccncc1. The product is CN(SN(CCC#N)CCC#N)C(=O)Oc1cccc2c1OC(C)(C)C2. RXN SMILES: [C:17](#[N:18])[CH2:19][CH2:20][N:21]([S:22][Cl:23])[CH2:24][CH2:25][C:26]#[N:27].[CH2:34]([Cl:35])[Cl:36].[CH3:1][NH:2][C:3]([O:4][c:5]1[cH:6][cH:7][cH:8][c:9]2[c:13]1[O:12][C:11]([CH3:14])([CH3:15])[CH2:10]2)=[O:16].[cH:28]1[cH:29][cH:30][n:31][cH:32][cH:33]1>>[CH3:1][N:2]([C:3]([O:4][c:5]1[cH:6][cH:7][cH:8][c:9]2[c:13]1[O:12][C:11]([CH3:14])([CH3:15])[CH2:10]2)=[O:16])[S:22][N:21]([CH2:20][CH2:19][C:17]#[N:18])[CH2:24][CH2:25][C:26]#[N:27]. The reactants are CCN=C=NCCCN(C)C, CCN(C(C)C)C(C)C, Cl, O=C(O)c1cc(-c2ccccc2F)on1, NCC(=O)N1CCN(C(=O)c2cc(F)ccc2C(F)(F)F)CC1, CN(C)C=O, O, On1nnc2ccccc21. The product is O=C(NCC(=O)N1CCN(C(=O)c2cc(F)ccc2C(F)(F)F)CC1)c1cc(-c2ccccc2F)on1. RXN SMILES: [CH3:35][CH2:36][N:37]=[C:38]=[N:39][CH2:40][CH2:41][CH2:42][N:43]([CH3:44])[CH3:45].[CH:1]([N:2]([CH2:3][CH3:4])[CH:5]([CH3:6])[CH3:7])([CH3:8])[CH3:9].[ClH:46].[F:10][c:11]1[c:12](-[c:17]2[cH:18][c:19]([C:22](=[O:23])[OH:24])[n:20][o:21]2)[cH:13][cH:14][cH:15][cH:16]1.[NH2:47][CH2:48][C:49](=[O:50])[N:51]1[CH2:52][CH2:53][N:54]([C:57]([c:58]2[c:59]([C:65]([F:66])([F:67])[F:68])[cH:60][cH:61][c:62]([F:64])[cH:63]2)=[O:69])[CH2:55][CH2:56]1.[O:70]=[CH:71][N:72]([CH3:73])[CH3:74].[OH2:75].[OH:25][n:26]1[c:27]2[c:28]([cH:29][cH:30][cH:31][cH:32]2)[n:33][n:34]1>>[F:10][c:11]1[c:12](-[c:17]2[cH:18][c:19]([C:22](=[O:24])[NH:47][CH2:48][C:49](=[O:50])[N:51]3[CH2:52][CH2:53][N:54]([C:57]([c:58]4[c:59]([C:65]([F:66])([F:67])[F:68])[cH:60][cH:61][c:62]([F:64])[cH:63]4)=[O:69])[CH2:55][CH2:56]3)[n:20][o:21]2)[cH:13][cH:14][cH:15][cH:16]1.